Dataset: the Open Reaction Database (ORD), a public repository of structured organic reaction records. Task: describe an organic reaction: reactants, conditions, products, and yield Reactants: [N+](=O)([O-])C1=CC=C(C(=O)O)C=C1 (4-nitrobenzoic acid), N(=NC(=O)OC(C)C)C(=O)OC(C)C (Diisopropyl azodicarboxylate), C1=CC=C(C=C1)P(C2=CC=CC=C2)C3=CC=CC=C3 (Ph3P), ice, COC(=O)C=1SC(=CC1)CCC[C@@H]1C(=CCC1)C1=CC=C(C=C1)[C@H](CCCCC)O (5-(3-{(S)-2-[4-((S)-1-Hydroxy-hexyl)-phenyl]-cyclopent-2-enyl}-propyl)-thiophene-2-carboxylic acid methyl ester), C(=O)(O)[O-].[Na+] (NaHCO3). Run in C1CCOC1 (THF). The product is COC(=O)C=1SC(=CC1)CCC[C@@H]1C(=CCC1)C1=CC=C(C=C1)[C@@H](CCCCC)OC(C1=CC=C(C=C1)[N+](=O)[O-])=O (5-[3-((S)-2-{4-[(R)-1-(4-Nitro-benzoyloxy)-hexyl]-phenyl}-cyclopent-2-enyl)-propyl]-thiophene-2-carboxylic acid methyl ester). The yield is 62.7%. RXN SMILES: N(C(OC(C)C)=O)=NC(OC(C)C)=O.[CH3:15][O:16][C:17]([C:19]1[S:20][C:21]([CH2:24][CH2:25][CH2:26][C@H:27]2[CH2:31][CH2:30][CH:29]=[C:28]2[C:32]2[CH:37]=[CH:36][C:35]([C@@H:38]([OH:44])[CH2:39][CH2:40][CH2:41][CH2:42][CH3:43])=[CH:34][CH:33]=2)=[CH:22][CH:23]=1)=[O:18].C1C=CC(P(C2C=CC=CC=2)C2C=CC=CC=2)=CC=1.[N+:64]([C:67]1[CH:75]=[CH:74][C:70]([C:71](O)=[O:72])=[CH:69][CH:68]=1)([O-:66])=[O:65].C([O-])(O)=O.[Na+]>C1COCC1>[CH3:15][O:16][C:17]([C:19]1[S:20][C:21]([CH2:24][CH2:25][CH2:26][C@H:27]2[CH2:31][CH2:30][CH:29]=[C:28]2[C:32]2[CH:33]=[CH:34][C:35]([C@H:38]([O:44][C:71](=[O:72])[C:70]3[CH:69]=[CH:68][C:67]([N+:64]([O-:66])=[O:65])=[CH:75][CH:74]=3)[CH2:39][CH2:40][CH2:41][CH2:42][CH3:43])=[CH:36][CH:37]=2)=[CH:22][CH:23]=1)=[O:18] |f:4.5|. Procedure details: Diisopropyl azodicarboxylate (DIAD, 53 μL, 0.27 mmol) in 1 mL THF was cannula transferred to an ice cold solution of 43 (46 mg, 0.11 mmol), Ph3P (66 mg, 0.25 mmol) and 4-nitrobenzoic acid (50 mg, 0.30 mmol). The solution was allowed to warm to room temperature and after 2.5 h, 20 mL saturated NaHCO3 solution was added. The resulting mixture was extracted with ethyl acetate (2×25 mL) and the combined solution was dried (Na2SO4), filtered and evaporated. The residue was purified by flash chromatog... Reactants: ClC1=CC=C(C=C1)S(=O)(=O)NCC(C=1C=NC=CC1)C1=CC=C(C=C(C(=O)OCC)C)C=C1 (Ethyl 4-[2-(4-chlorobenzenesulfonamido)-1-(3-pyridyl)ethyl]-α-methylcinnamate), [OH-].[Na+] (sodium hydroxide). The solvent is CO (methanol). Product: ClC1=CC=C(C=C1)S(=O)(=O)NCC(C=1C=NC=CC1)C1=CC=C(C=C(C(=O)O)C)C=C1 (4-[2-(4-chlorobenzenesulfonamido)-1-(3-pyridyl)ethyl]-α-methylcinnamic acid). The yield is 99.9%. As a reaction SMILES: [Cl:1][C:2]1[CH:7]=[CH:6][C:5]([S:8]([NH:11][CH2:12][CH:13]([C:20]2[CH:33]=[CH:32][C:23]([CH:24]=[C:25]([CH3:31])[C:26]([O:28]CC)=[O:27])=[CH:22][CH:21]=2)[C:14]2[CH:15]=[N:16][CH:17]=[CH:18][CH:19]=2)(=[O:10])=[O:9])=[CH:4][CH:3]=1.[OH-].[Na+]>CO>[Cl:1][C:2]1[CH:7]=[CH:6][C:5]([S:8]([NH:11][CH2:12][CH:13]([C:20]2[CH:21]=[CH:22][C:23]([CH:24]=[C:25]([CH3:31])[C:26]([OH:28])=[O:27])=[CH:32][CH:33]=2)[C:14]2[CH:15]=[N:16][CH:17]=[CH:18][CH:19]=2)(=[O:10])=[O:9])=[CH:4][CH:3]=1 |f:1.2|. Procedure: Ethyl 4-[2-(4-chlorobenzenesulfonamido)-1-(3-pyridyl)ethyl]-α-methylcinnamate (6.8 mg) was dissolved in 1 ml of methanol, followed by addition of 0.2 ml of aqueous 2N sodium hydroxide solution, and refluxed for 18 hours. The solvent was distilled off under reduced pressure. The crystalline deposited through neutralization of the resulting mixture with 2N hydrogen chloride was filtered, to obtain 6.4 mg of 4-[2-(4-chlorobenzenesulfonamido)-1-(3-pyridyl)ethyl]-α-methylcinnamic acid. The spectromet... The reactants are C(C)(C)(C)OC(NC1=C(C=C(C(=C1)N(C)C)F)N)=O ((2-amino-5-dimethylamino-4-fluoro-phenyl)-carbamic acid tert.-butyl ester), C(C)(C)(C)OC(CC(C1=CC(=CC=C1)C1=CC(=NO1)COC1OCCCC1)=O)=O ((RS)-3-oxo-3-{3-[3-(tetrahydro-pyran-2-yloxymethyl)-isoxazol-5-yl]-phenyl}-propionic acid tert.-butyl ester). Product: C(C)(C)(C)OC(NC1=C(C=C(C(=C1)N(C)C)F)NC(CC(C1=CC(=CC=C1)C1=CC(=NO1)COC1OCCCC1)=O)=O)=O ((RS)-[5-Dimethylamino-4-fluoro-2-(3-oxo-3-{3-[3-(tetrahydro-pyran-2-yloxymethyl)-isoxazol-5-yl]-phenyl}-propionylamino)-phenyl]-carbamic acid tert.-butyl ester). Procedure details: The title compound was prepared from (2-amino-5-dimethylamino-4-fluoro-phenyl)-carbamic acid tert.-butyl ester (Example J13) (269 mg, 1.0 mmol) and (RS)-3-oxo-3-{3-[3-(tetrahydro-pyran-2-yloxymethyl)-isoxazol-5-yl]-phenyl}-propionic acid tert.-butyl ester (Example K12) (401 mg, 1.0 mmol) according to the general procedure M. Obtained as a yellow amorphous substance (360 mg). RXN SMILES: [C:1]([O:5][C:6](=[O:19])[NH:7][C:8]1[CH:13]=[C:12]([N:14]([CH3:16])[CH3:15])[C:11]([F:17])=[CH:10][C:9]=1[NH2:18])([CH3:4])([CH3:3])[CH3:2].C([O:24][C:25](=O)[CH2:26][C:27](=[O:47])[C:28]1[CH:33]=[CH:32][CH:31]=[C:30]([C:34]2[O:38][N:37]=[C:36]([CH2:39][O:40][CH:41]3[CH2:46][CH2:45][CH2:44][CH2:43][O:42]3)[CH:35]=2)[CH:29]=1)(C)(C)C>>[C:1]([O:5][C:6](=[O:19])[NH:7][C:8]1[CH:13]=[C:12]([N:14]([CH3:16])[CH3:15])[C:11]([F:17])=[CH:10][C:9]=1[NH:18][C:25](=[O:24])[CH2:26][C:27](=[O:47])[C:28]1[CH:33]=[CH:32][CH:31]=[C:30]([C:34]2[O:38][N:37]=[C:36]([CH2:39][O:40][CH:41]3[CH2:46][CH2:45][CH2:44][CH2:43][O:42]3)[CH:35]=2)[CH:29]=1)([CH3:4])([CH3:2])[CH3:3].